This data is from the Open Reaction Database (ORD), a public repository of structured organic reaction records. The task is: describe an organic reaction: reactants, conditions, products, and yield Starting materials: FC(C=1C=C(CS(=O)(=O)Cl)C=CC1)(F)F (3-trifluoromethylbenzylsulfonyl chloride), hydrochloride salt, C(C)OC(CNC)=O (sarcosine ethyl ester), C([O-])([O-])=O.[K+].[K+] (potassium carbonate). The solvent is O (water). Run at temperature 70 celsius. The product is CN(S(=O)(=O)CC1=CC(=CC=C1)C(F)(F)F)CC(=O)OCC (Ethyl (N-methyl-3-trifluoromethylbenzylsulfonamido)acetate). As a reaction SMILES: [F:1][C:2]([F:15])([F:14])[C:3]1[CH:4]=[C:5]([CH:11]=[CH:12][CH:13]=1)[CH2:6][S:7](Cl)(=[O:9])=[O:8].[CH2:16]([O:18][C:19](=[O:23])[CH2:20][NH:21][CH3:22])[CH3:17].C(=O)([O-])[O-].[K+].[K+]>O>[CH3:22][N:21]([CH2:20][C:19]([O:18][CH2:16][CH3:17])=[O:23])[S:7]([CH2:6][C:5]1[CH:11]=[CH:12][CH:13]=[C:3]([C:2]([F:15])([F:14])[F:1])[CH:4]=1)(=[O:9])=[O:8] |f:2.3.4|. Procedure: In this example, 22 g of 3-trifluoromethylbenzylsulfonyl chloride was added cautiously to a solution containing 27 g of the hydrochloride salt of sarcosine ethyl ester and 12 g of potassium carbonate in 90 ml of water at room temperature. The reaction mixture was heated to about 70° C. and maintained at this temperature for about four hours. The mixture was allowed to cool and then extracted with ethyl ether. The ethyl ether extract was dried over magnesium sulfate, filtered, and evaporated to d... Reactants: CCN(CC)c1ccccc1, CCOc1cccnc1O, O, O=P(Cl)(Cl)Cl. The product is CCOc1cccnc1Cl. As a reaction SMILES: [CH2:11]([N:12]([CH2:13][CH3:14])[c:15]1[cH:16][cH:17][cH:18][cH:19][cH:20]1)[CH3:21].[CH2:1]([CH3:2])[O:3][c:4]1[c:5]([OH:10])[n:6][cH:7][cH:8][cH:9]1.[OH2:27].[P:22]([Cl:23])([Cl:24])([Cl:25])=[O:26]>>[CH2:1]([CH3:2])[O:3][c:4]1[c:5]([Cl:24])[n:6][cH:7][cH:8][cH:9]1. Starting materials: O(C1=CC=CC=C1)C1=CC=C(C=C1)NC1=CC=NC2=CC(=CC=C12)C1=CC=C(O1)C=O (5-(4-(4-phenoxyphenylamino)-quinolin-7-yl)furan-2-carbaldehyde), CS(=O)(=O)CCN (2-(methanesulphonyl)ethylamine). The product is O(C1=CC=CC=C1)C1=CC=C(C=C1)NC1=CC=NC2=CC(=CC=C12)C=1OC(=CC1)CNCCS(=O)(=O)C ((4-Phenoxyphenyl)-(7-(5-(2-(methanesulphonyl)ethylaminomethyl)furan-2-yl)-quinolin-4-yl)amine). Reaction SMILES: [O:1]([C:8]1[CH:13]=[CH:12][C:11]([NH:14][C:15]2[C:24]3[C:19](=[CH:20][C:21]([C:25]4[O:29][C:28]([CH:30]=O)=[CH:27][CH:26]=4)=[CH:22][CH:23]=3)[N:18]=[CH:17][CH:16]=2)=[CH:10][CH:9]=1)[C:2]1[CH:7]=[CH:6][CH:5]=[CH:4][CH:3]=1.[CH3:32][S:33]([CH2:36][CH2:37][NH2:38])(=[O:35])=[O:34]>>[O:1]([C:8]1[CH:9]=[CH:10][C:11]([NH:14][C:15]2[C:24]3[C:19](=[CH:20][C:21]([C:25]4[O:29][C:28]([CH2:30][NH:38][CH2:37][CH2:36][S:33]([CH3:32])(=[O:35])=[O:34])=[CH:27][CH:26]=4)=[CH:22][CH:23]=3)[N:18]=[CH:17][CH:16]=2)=[CH:12][CH:13]=1)[C:2]1[CH:3]=[CH:4][CH:5]=[CH:6][CH:7]=1. Reported procedure: 5-(4-(4-phenoxyphenylamino)-quinolin-7-yl)furan-2-carbaldehyde (0.05 g) was reacted with 2-(methanesulphonyl)ethylamine (0.075 g) according to procedure D. Acidification with acetic acid (0.5 ml) followed by purification using a ion-exchange (SCX) Bond Elut™ cartridge, eluting with methanol-ammonia (9:1), concentration and trituration with diethylether afforded an off-white solid; δH [2H6]DMSO 8.44 (1H, d), 8.41 (1H, d), 8.11 (1H, s), 7.85 (1H, d), 7.44-7.35 (4H, m), 7.18-7.03 (6H, m), 6.79 (1H,... The reactants are CCO, C=Cc1cnc2c3cc(ccc13)CCCCc1nnc(o1)NC(C(C)C)C(=O)N1CC(CC1C(=O)OC)O2. Yields the product CCc1cnc2c3cc(ccc13)CCCCc1nnc(o1)NC(C(C)C)C(=O)N1CC(CC1C(=O)OC)O2. Reaction SMILES: [CH3:39][CH2:40][OH:41].[CH:1]([CH3:2])([CH3:3])[CH:4]1[C:5](=[O:38])[N:6]2[CH:7]([C:34](=[O:35])[O:36][CH3:37])[CH2:8][CH:9]([O:10][c:11]3[n:12][cH:13][c:14]([CH:31]=[CH2:32])[c:15]4[cH:16][cH:17][c:18]([cH:29][c:30]34)[CH2:19][CH2:20][CH2:21][CH2:22][c:23]3[n:24][n:25][c:26]([o:28]3)[NH:27]1)[CH2:33]2>>[CH:1]([CH3:2])([CH3:3])[CH:4]1[C:5](=[O:38])[N:6]2[CH:7]([C:34](=[O:35])[O:36][CH3:37])[CH2:8][CH:9]([O:10][c:11]3[n:12][cH:13][c:14]([CH2:31][CH3:32])[c:15]4[cH:16][cH:17][c:18]([cH:29][c:30]34)[CH2:19][CH2:20][CH2:21][CH2:22][c:23]3[n:24][n:25][c:26]([o:28]3)[NH:27]1)[CH2:33]2.